From a dataset of the Open Reaction Database (ORD), a public repository of structured organic reaction records. describe an organic reaction: reactants, conditions, products, and yield Reactants: C(C)(C)(C)C1=CC=CC(=N1)NC1=C(N=NC(=C1)Cl)C(=O)OCC (ethyl 4-(6-tert-butylpyridin-2-ylamino)-6-chloropyridazine-3-carboxylate), CO (methanol), N (ammonia). Conditions: time 18 hour. Yields the product C(C)(C)(C)C1=CC=CC(=N1)NC1=C(N=NC(=C1)Cl)C(=O)N (4-(6-tert-butylpyridin-2-ylamino)-6-chloropyridazine-3-carboxamide). The yield is 99.9%. RXN SMILES: [C:1]([C:5]1[N:10]=[C:9]([NH:11][C:12]2[CH:17]=[C:16]([Cl:18])[N:15]=[N:14][C:13]=2[C:19]([O:21]CC)=O)[CH:8]=[CH:7][CH:6]=1)([CH3:4])([CH3:3])[CH3:2].CO.[NH3:26]>>[C:1]([C:5]1[N:10]=[C:9]([NH:11][C:12]2[CH:17]=[C:16]([Cl:18])[N:15]=[N:14][C:13]=2[C:19]([NH2:26])=[O:21])[CH:8]=[CH:7][CH:6]=1)([CH3:2])([CH3:3])[CH3:4]. Procedure details: In a 100 mL round bottom flask, ethyl 4-(6-tert-butylpyridin-2-ylamino)-6-chloropyridazine-3-carboxylate (539 mg, 1.61 mmol) was suspended in ammonia 7M in methanol (7.87 g, 10.0 mL, 70.0 mmol). Sealed and stirred at room temperature for 18 h. The solvents were evaporated and the residue dried in high vacuum to give clean 4-(6-tert-butylpyridin-2-ylamino)-6-chloropyridazine-3-carboxamide (492 mg, 99.9% yield) as an off-white solid. 1H NMR (DMSO-d6) δ: 11.94 (s, 1H), 9.23 (s, 1H), 8.84 (s, 1H), 8...